This data is from the Open Reaction Database (ORD), a public repository of structured organic reaction records. The task is: describe an organic reaction: reactants, conditions, products, and yield Reactants: C(C1=CC=CC=C1)N1N=C(C(=C1)CO)OCC1=CC(=C(C=C1)OCC=1N=C(OC1C)C=1OC=CC1)C1=CC=CC=C1 ({1-benzyl-3-[(4-{[2-(2-furyl)-5-methyl-1,3-oxazol-4-yl]methoxy}-3-phenylbenzyl)oxy]-1H-pyrazol-4-yl}methanol). Reagents/catalysts: [O-2].[O-2].[Mn+4] (manganese dioxide). Run in O1CCCC1 (tetrahydrofuran). Reaction conditions: time 5 hour. The product is C(C1=CC=CC=C1)N1N=C(C(=C1)C=O)OCC1=CC(=C(C=C1)OCC=1N=C(OC1C)C=1OC=CC1)C1=CC=CC=C1 (1-benzyl-3-[(4-{[2-(2-furyl)-5-methyl-1,3-oxazol-4-yl]methoxy}-3-phenylbenzyl)oxy]-1H-pyrazole-4-carbaldehyde). The yield is 95.4%. RXN SMILES: [CH2:1]([N:8]1[CH:12]=[C:11]([CH2:13][OH:14])[C:10]([O:15][CH2:16][C:17]2[CH:22]=[CH:21][C:20]([O:23][CH2:24][C:25]3[N:26]=[C:27]([C:31]4[O:32][CH:33]=[CH:34][CH:35]=4)[O:28][C:29]=3[CH3:30])=[C:19]([C:36]3[CH:41]=[CH:40][CH:39]=[CH:38][CH:37]=3)[CH:18]=2)=[N:9]1)[C:2]1[CH:7]=[CH:6][CH:5]=[CH:4][CH:3]=1>[O-2].[O-2].[Mn+4].O1CCCC1>[CH2:1]([N:8]1[CH:12]=[C:11]([CH:13]=[O:14])[C:10]([O:15][CH2:16][C:17]2[CH:22]=[CH:21][C:20]([O:23][CH2:24][C:25]3[N:26]=[C:27]([C:31]4[O:32][CH:33]=[CH:34][CH:35]=4)[O:28][C:29]=3[CH3:30])=[C:19]([C:36]3[CH:37]=[CH:38][CH:39]=[CH:40][CH:41]=3)[CH:18]=2)=[N:9]1)[C:2]1[CH:7]=[CH:6][CH:5]=[CH:4][CH:3]=1 |f:1.2.3|. Reported procedure: A mixture of {1-benzyl-3-[(4-{[2-(2-furyl)-5-methyl-1,3-oxazol-4-yl]methoxy}-3-phenylbenzyl)oxy]-1H-pyrazol-4-yl}methanol (0.20 g), activated manganese dioxide (0.60 g) and tetrahydrofuran (10 mL) was stirred at room temperature for 5 hrs. Manganese dioxide was removed by filtration and the filtrate was concentrated. The obtained crystals were collected by filtration to give 1-benzyl-3-[(4-{[2-(2-furyl)-5-methyl-1,3-oxazol-4-yl]methoxy}-3-phenylbenzyl)oxy]-1H-pyrazole-4-carbaldehyde (0.19 g, yie... The solvent is ClCCl (dichloromethane). Reported procedure: 4-(3,4-bis(benzyloxy)-5-nitrophenyl)-5-(2-(trifluoromethyl)pyridin-3-yl)-1,2,3-thiadiazole (0.147 g, 0.26 mmol) in dichloromethane (10 mL) was cooled to −78° C. with stirring and treated under argon with boron tribromide (0.26 g, 1.03 mmol). The resulting deep purple suspension was then allowed to stir at room temperature for one hour before cooling again to −40° C. The mixture was quenched by the careful addition of methanol. After stirring at room temperature for thirty minutes, the volatiles ... The reactants are C(C1=CC=CC=C1)OC=1C=C(C=C(C1OCC1=CC=CC=C1)[N+](=O)[O-])C=1N=NSC1C=1C(=NC=CC1)C(F)(F)F (4-(3,4-bis(benzyloxy)-5-nitrophenyl)-5-(2-(trifluoromethyl)pyridin-3-yl)-1,2,3-thiadiazole), B(Br)(Br)Br (boron tribromide). Yields the product [N+](=O)([O-])C1=C(C(=CC(=C1)C=1N=NSC1C=1C(=NC=CC1)C(F)(F)F)O)O (3-nitro-5-(5-(2-(trifluoromethyl)pyridin-3-yl)-1,2,3-thiadiazol-4-yl)benzene-1,2-diol). Run at temperature -40 celsius. Reaction SMILES: C([O:8][C:9]1[CH:10]=[C:11]([C:26]2[N:27]=[N:28][S:29][C:30]=2[C:31]2[C:32]([C:37]([F:40])([F:39])[F:38])=[N:33][CH:34]=[CH:35][CH:36]=2)[CH:12]=[C:13]([N+:23]([O-:25])=[O:24])[C:14]=1[O:15]CC1C=CC=CC=1)C1C=CC=CC=1.B(Br)(Br)Br>ClCCl>[N+:23]([C:13]1[CH:12]=[C:11]([C:26]2[N:27]=[N:28][S:29][C:30]=2[C:31]2[C:32]([C:37]([F:40])([F:39])[F:38])=[N:33][CH:34]=[CH:35][CH:36]=2)[CH:10]=[C:9]([OH:8])[C:14]=1[OH:15])([O-:25])=[O:24]. Starting materials: C1(=CC=CC=C1)C=1OC2=C(C1)C=CC=C2 (2-phenylbenzofuran), C(C)(C)(C)C=1C=C(C(=O)Cl)C=C(C1O)C(C)(C)C (3,5-di-t-butyl-4-hydroxybenzoyl chloride). The product is C(C)(C)(C)C=1C=C(C(=O)C2=C(OC3=C2C=CC=C3)C3=CC=CC=C3)C=C(C1O)C(C)(C)C (3-(3,5-di-t-butyl-4-hydroxybenzoyl)-2-phenylbenzofuran). As a reaction SMILES: [C:1]1([C:7]2[O:8][C:9]3[CH:15]=[CH:14][CH:13]=[CH:12][C:10]=3[CH:11]=2)[CH:6]=[CH:5][CH:4]=[CH:3][CH:2]=1.[C:16]([C:20]1[CH:21]=[C:22]([CH:26]=[C:27]([C:30]([CH3:33])([CH3:32])[CH3:31])[C:28]=1[OH:29])[C:23](Cl)=[O:24])([CH3:19])([CH3:18])[CH3:17]>>[C:30]([C:27]1[CH:26]=[C:22]([CH:21]=[C:20]([C:16]([CH3:19])([CH3:18])[CH3:17])[C:28]=1[OH:29])[C:23]([C:11]1[C:10]2[CH:12]=[CH:13][CH:14]=[CH:15][C:9]=2[O:8][C:7]=1[C:1]1[CH:6]=[CH:5][CH:4]=[CH:3][CH:2]=1)=[O:24])([CH3:33])([CH3:32])[CH3:31]. Procedure: Acylation of 2-phenylbenzofuran with 3,5-di-t-butyl-4-hydroxybenzoyl chloride as described above gives 3-(3,5-di-t-butyl-4-hydroxybenzoyl)-2-phenylbenzofuran which, upon reaction with 3-diethylaminopropyl chloride and potassium hydroxide in ethanol according to procedures described above, gives the title compound. Reactants: O=Cc1c(Br)cccc1[N+](=O)[O-], CCOP(=O)(CC#N)OCC, CS(C)=O, CCOC(C)=O. The product is N#CC=Cc1c(Br)cccc1[N+](=O)[O-]. Reaction SMILES: [Br:1][c:2]1[c:3]([CH:4]=[O:5])[c:6]([N+:10](=[O:11])[O-:12])[cH:7][cH:8][cH:9]1.[C:17](#[N:18])[CH2:19][P:20](=[O:21])([O:22][CH2:23][CH3:24])[O:25][CH2:26][CH3:27].[CH3:13][S:14](=[O:15])[CH3:16].[CH3:28][CH2:29][O:30][C:31](=[O:32])[CH3:33]>>[Br:1][c:2]1[c:3]([CH:4]=[CH:19][C:17]#[N:18])[c:6]([N+:10](=[O:11])[O-:12])[cH:7][cH:8][cH:9]1. The product is C(C)N(C(COC1=CC(=NO1)C(F)(F)F)=O)C1=CC=CC=C1 (N-Ethyl-N-phenyl-2-(3-trifluoromethyl-5-isoxazolyloxy)acetamide). Run in C1CCOC1 (THF). Procedure: 1.30 ml (2.37 mmole) of N-ethylaniline and 0.50 g (2.37 mmole) of 2-(3-trifluoromethyl-5-isoxazolyloxy)acetic acid were dissolved in 2.4 ml of dry THF and to the solution was added 0.60 g (2.61 mmole) of dicyclohexylcarbodiimide. After being stirred at room temperature for one hour, the reaction mixture was allowed to stand overnight at room temperature. After the addition of glacial acetic acid (0.2 ml), the mixture was stirred at room temperature for 30 minutes and the precipitated crystals we... Yield: 85.7%. RXN SMILES: [CH2:1]([NH:3][C:4]1[CH:9]=[CH:8][CH:7]=[CH:6][CH:5]=1)[CH3:2].[F:10][C:11]([F:23])([F:22])[C:12]1[CH:16]=[C:15]([O:17][CH2:18][C:19](O)=[O:20])[O:14][N:13]=1.C1(N=C=NC2CCCCC2)CCCCC1.C(O)(=O)C>C1COCC1>[CH2:1]([N:3]([C:4]1[CH:9]=[CH:8][CH:7]=[CH:6][CH:5]=1)[C:19](=[O:20])[CH2:18][O:17][C:15]1[O:14][N:13]=[C:12]([C:11]([F:23])([F:10])[F:22])[CH:16]=1)[CH3:2]. Run at time 1 hour. Reactants: C(C)(=O)O (acetic acid), C(C)NC1=CC=CC=C1 (N-ethylaniline), FC(C1=NOC(=C1)OCC(=O)O)(F)F (2-(3-trifluoromethyl-5-isoxazolyloxy)acetic acid), C1(CCCCC1)N=C=NC1CCCCC1 (dicyclohexylcarbodiimide). The reactants are CC(=O)O, CCOC(=O)c1cc2oc3ccccc3c(=O)c2nc1O, O=S(=O)(O)O. The product is O=C(O)c1cc2oc3ccccc3c(=O)c2nc1O. RXN SMILES: [CH3:27][C:28](=[O:29])[OH:30].[OH:1][c:2]1[n:3][c:4]2[c:5](=[O:21])[c:6]3[cH:7][cH:8][cH:9][cH:10][c:11]3[o:12][c:13]2[cH:14][c:15]1[C:16](=[O:17])[O:18][CH2:19][CH3:20].[S:22](=[O:23])(=[O:24])([OH:25])[OH:26]>>[OH:1][c:2]1[n:3][c:4]2[c:5](=[O:21])[c:6]3[cH:7][cH:8][cH:9][cH:10][c:11]3[o:12][c:13]2[cH:14][c:15]1[C:16](=[O:17])[OH:18]. Starting materials: [B] (boron), C(CC)S(=O)(=O)Cl (propanesulfonyl chloride), C(C1=CC=CC=C1)[N+]#[C-] (benzyl isonitrile), C(C1=CC=CC=C1)OC1=CC(=C(C=O)C=C1OC)[N+](=O)[O-] (4-Benzyloxy-5-methoxy-2-nitrobenzaldehyde), NC1=CC=C(C#N)C=C1 (4-aminobenzonitrile), C1(=CC=CC=C1)S(=O)(=O)Cl (benzenesulfonyl chloride), NCC(C1=CC(=C(C=C1)OC(CCl)C1=CC=CC=C1)OC)NC1=CC=C(C#N)C=C1 (4-{2-amino-1-[4-(2-chloro-1-phenyl-ethoxy)-3-methoxy-phenyl]-ethylamino}-benzonitrile). Run in O (Water), CO (methanol). Reaction conditions: temperature 60 celsius, time 2 hour. Product: C(CC)S(=O)(=O)NCC(C1=CC(=C(C=C1)OC(CCl)C1=CC=CC=C1)OC)NC1=CC=C(C(=N)N)C=C1 (4-{2-propanesulfonylamino-1-[4-(2-chloro-1-phenyl-ethoxy)-3-methoxy-phenyl]-ethylamino}-benzamidine), desired product. RXN SMILES: [CH2:1]([S:4](Cl)(=[O:6])=[O:5])[CH2:2][CH3:3].C1(S(Cl)(=O)=O)C=CC=CC=1.[NH2:18][CH2:19][CH:20]([NH:39][C:40]1[CH:47]=[CH:46][C:43]([C:44]#[N:45])=[CH:42][CH:41]=1)[C:21]1[CH:26]=[CH:25][C:24]([O:27][CH:28]([C:31]2[CH:36]=[CH:35][CH:34]=[CH:33][CH:32]=2)[CH2:29][Cl:30])=[C:23]([O:37][CH3:38])[CH:22]=1.C(OC1C(OC)=CC(C=O)=C([N+:66]([O-])=O)C=1)C1C=CC=CC=1.NC1C=CC(C#N)=CC=1.C([N+]#[C-])C1C=CC=CC=1.[B]>CO.O>[CH2:1]([S:4]([NH:18][CH2:19][CH:20]([NH:39][C:40]1[CH:41]=[CH:42][C:43]([C:44]([NH2:66])=[NH:45])=[CH:46][CH:47]=1)[C:21]1[CH:26]=[CH:25][C:24]([O:27][CH:28]([C:31]2[CH:36]=[CH:35][CH:34]=[CH:33][CH:32]=2)[CH2:29][Cl:30])=[C:23]([O:37][CH3:38])[CH:22]=1)(=[O:6])=[O:5])[CH2:2][CH3:3]. Procedure: 4-{2-propanesulfonylamino-1-[4-(2-chloro-1-phenyl-ethoxy)-3-methoxy-phenyl]-ethylamino}-benzamidine was prepared similarly to Example 2, except propanesulfonyl chloride was substituted for benzenesulfonyl chloride in the reaction with 4-{2-amino-1-[4-(2-chloro-1-phenyl-ethoxy)-3-methoxy-phenyl]-ethylamino}-benzonitrile. MS(M+H)=545. 4-Benzyloxy-5-methoxy-2-nitrobenzaldehyde (12.2 g 42 mmoles) and 4-aminobenzonitrile (5 g, 42 mmoles) were dissolved in methanol (165 ml) and stirred for two hours a... Starting materials: Brc1cccc(Br)n1, CCOC(C)=O, C[S-], [Na+], CN(C)C=O. Product: CSc1cccc(Br)n1. RXN SMILES: [Br:1][c:2]1[n:3][c:4]([Br:8])[cH:5][cH:6][cH:7]1.[CH3:17][CH2:18][O:19][C:20]([CH3:21])=[O:22].[CH3:9][S-:10].[Na+:11].[O:12]=[CH:13][N:14]([CH3:15])[CH3:16]>>[Br:1][c:2]1[n:3][c:4]([S:10][CH3:9])[cH:5][cH:6][cH:7]1. The reactants are O=C(c1ccc(Br)cc1)c1ccc(OCC=CCN(C(=O)C(F)(F)F)C2CC2)cc1, CO, [K+], C1CCOC1, [OH-]. The product is O=C(c1ccc(Br)cc1)c1ccc(OCC=CCNC2CC2)cc1. RXN SMILES: [Br:1][c:2]1[cH:3][cH:4][c:5]([C:6](=[O:7])[c:8]2[cH:9][cH:10][c:11]([O:12][CH2:13][CH:14]=[CH:15][CH2:16][N:17]([C:18](=[O:19])[C:20]([F:21])([F:22])[F:23])[CH:24]3[CH2:25][CH2:26]3)[cH:27][cH:28]2)[cH:29][cH:30]1.[CH3:33][OH:34].[K+:32].[O:35]1[CH2:36][CH2:37][CH2:38][CH2:39]1.[OH-:31]>>[Br:1][c:2]1[cH:3][cH:4][c:5]([C:6](=[O:7])[c:8]2[cH:9][cH:10][c:11]([O:12][CH2:13][CH:14]=[CH:15][CH2:16][NH:17][CH:24]3[CH2:25][CH2:26]3)[cH:27][cH:28]2)[cH:29][cH:30]1. RXN SMILES: [F:1][C:2]1[CH:7]=[CH:6][C:5]([C:8]2[CH2:13][CH:12]([O:14][Si:15]([C:18]([CH3:21])([CH3:20])[CH3:19])([CH3:17])[CH3:16])[CH2:11][C:10]([CH3:23])([CH3:22])[C:9]=2C(=C)C=O)=[CH:4][C:3]=1[CH3:28].[Li+].CC([N-]C(C)C)C.[C:37]([O:43][CH3:44])(=[O:42])[CH2:38][C:39]([CH3:41])=[O:40].[CH2:45]1C[O:48][CH2:47][CH2:46]1>>[F:1][C:2]1[CH:7]=[CH:6][C:5]([C:8]2[CH2:13][CH:12]([O:14][Si:15]([C:18]([CH3:20])([CH3:19])[CH3:21])([CH3:17])[CH3:16])[CH2:11][C:10]([CH3:23])([CH3:22])[C:9]=2/[CH:45]=[CH:46]/[CH:47]([OH:48])[CH2:41][C:39](=[O:40])[CH2:38][C:37]([O:43][CH3:44])=[O:42])=[CH:4][C:3]=1[CH3:28] |f:1.2|. Procedure details: In a manner similiar to Scheme I, 19 (13.45 g, 33.4 mmol) was treated with LDA-derived dianion of methyl acetoacetate (40.1 mmol) in THF and, after workup and purification by HPLC using 4:1 hexanes:EtOAc as eluent provided 7.8 g of an orange color oil. Reactants: C1CCOC1 (THF), FC1=C(C=C(C=C1)C1=C(C(CC(C1)O[Si](C)(C)C(C)(C)C)(C)C)C(C=O)=C)C ((2-(4-fluoro-3-methylphenyl)-4-(t-butyldimethylsilyloxy)-6,6-dimethylcyclohexen-1-yl)propenal), [Li+].CC(C)[N-]C(C)C (LDA), C(CC(=O)C)(=O)OC (methyl acetoacetate). Product: FC1=C(C=C(C=C1)C1=C(C(CC(C1)O[Si](C)(C)C(C)(C)C)(C)C)/C=C/C(CC(CC(=O)OC)=O)O)C (Methyl (E)-7-(2-(4-fluoro-3-methylphenyl)-4-(t-butyldimethylsilyloxy)-6,6-dimethylcyclohexen-1-yl}-5-hydroxy-3-oxohept-6-enoate).